Dataset: the Open Reaction Database (ORD), a public repository of structured organic reaction records. Task: describe an organic reaction: reactants, conditions, products, and yield Reactants: COC1=CC=C2C=CC(=CC2=C1)N1N=C(C=C1C)OCCN1CCOCC1 (4-{2-[1-(7-methoxynaphthalen-2-yl)-5-methyl-1H-pyrazol-3-yloxy]ethyl}morpholine). The solvent is Cl (HCl). Yields the product OC1=CC=C2C=CC(=CC2=C1)N1N=C(C=C1C)OCCN1CCOCC1 (4-{2-[1-(7-hydroxynaphthalen-2-yl)-5-methyl-1H-pyrazol-3-yloxy]ethyl}morpholine). Isolated yield 95.0%. As a reaction SMILES: C[O:2][C:3]1[CH:12]=[C:11]2[C:6]([CH:7]=[CH:8][C:9]([N:13]3[C:17]([CH3:18])=[CH:16][C:15]([O:19][CH2:20][CH2:21][N:22]4[CH2:27][CH2:26][O:25][CH2:24][CH2:23]4)=[N:14]3)=[CH:10]2)=[CH:5][CH:4]=1>Cl>[OH:2][C:3]1[CH:12]=[C:11]2[C:6]([CH:7]=[CH:8][C:9]([N:13]3[C:17]([CH3:18])=[CH:16][C:15]([O:19][CH2:20][CH2:21][N:22]4[CH2:23][CH2:24][O:25][CH2:26][CH2:27]4)=[N:14]3)=[CH:10]2)=[CH:5][CH:4]=1. Procedure: A solution of 4-{2-[1-(7-methoxynaphthalen-2-yl)-5-methyl-1H-pyrazol-3-yloxy]ethyl}morpholine chlorhydrate (1.3 g, 3.24 mmol) in HCl conc. (20 ml) was heated at 90° C. during 6 hrs, it was cooled down and evaporated to dryness in a rotavapor. The remaining crude oil was stirred with ethyl ether and the resulting solid precipitate was filtered; washed with more ethyl ether, and dried yielding 1.2 g (95%) of 4-{2-[1-(7-hydroxynaphthalen-2-yl)-5-methyl-1H-pyrazol-3-yloxy]ethyl}morpholine chlorhydra... Run in CN(C)C=O (DMF). The yield is 75.7%. The product is O1CCC(CC1)NC(=O)C1=C(N=C(S1)\C=C\C=1N(N=NC1C)C1=CC=C(C=C1)F)C (2-{(E)-2-[3-(4-Fluoro-phenyl)-5-methyl-3H-[1,2,3]triazol-4-yl]-vinyl}-4-methyl-thiazole-5-carboxylic acid (tetrahydro-pyran-4-yl)-amide). Procedure: To a solution of 2-{(E)-2-[3-(4-fluoro-phenyl)-5-methyl-3H-[1,2,3]triazol-4-yl]-vinyl}-4-methyl-thiazole-5-carboxylic acid (72 mg, 0.21 mmol) and TBTU (74 mg, 0.23 mmol) in DMF (3 mL) was added DIPEA (178 μL, 1.05 mmol). Then 4-aminotetrahydropyran (23 mg, 0.23 mmol) was added and the mixture was stirred at room temperature under Ar for 2 h. The mixture was then evaporated and purification by chromatography (silica, 30 to 80% ethylacetate in heptane) afforded the title compound (68 mg, 76%) as a... Run at time 2 hour. As a reaction SMILES: [F:1][C:2]1[CH:7]=[CH:6][C:5]([N:8]2[C:12](/[CH:13]=[CH:14]/[C:15]3[S:16][C:17]([C:21](O)=[O:22])=[C:18]([CH3:20])[N:19]=3)=[C:11]([CH3:24])[N:10]=[N:9]2)=[CH:4][CH:3]=1.CN(C(ON1N=NC2C=CC=CC1=2)=[N+](C)C)C.[B-](F)(F)(F)F.CCN(C(C)C)C(C)C.[NH2:56][CH:57]1[CH2:62][CH2:61][O:60][CH2:59][CH2:58]1>CN(C=O)C>[O:60]1[CH2:61][CH2:62][CH:57]([NH:56][C:21]([C:17]2[S:16][C:15](/[CH:14]=[CH:13]/[C:12]3[N:8]([C:5]4[CH:6]=[CH:7][C:2]([F:1])=[CH:3][CH:4]=4)[N:9]=[N:10][C:11]=3[CH3:24])=[N:19][C:18]=2[CH3:20])=[O:22])[CH2:58][CH2:59]1 |f:1.2|. Reactants: NC1CCOCC1 (4-aminotetrahydropyran), FC1=CC=C(C=C1)N1N=NC(=C1/C=C/C=1SC(=C(N1)C)C(=O)O)C (2-{(E)-2-[3-(4-fluoro-phenyl)-5-methyl-3H-[1,2,3]triazol-4-yl]-vinyl}-4-methyl-thiazole-5-carboxylic acid), CN(C)C(=[N+](C)C)ON1C2=C(C=CC=C2)N=N1.[B-](F)(F)(F)F (TBTU), CCN(C(C)C)C(C)C (DIPEA).